Dataset: the Open Reaction Database (ORD), a public repository of structured organic reaction records. Task: describe an organic reaction: reactants, conditions, products, and yield The reactants are CCCBr, COCCOC, OC1CCC(NC2CCCCC2)CC1, [H-], [Na+]. Yields the product CCCOC1CCC(NC2CCCCC2)CC1. RXN SMILES: [CH2:17]([CH2:18][CH3:19])[Br:20].[CH3:21][O:22][CH2:23][CH2:24][O:25][CH3:26].[CH:3]1([NH:9][CH:10]2[CH2:11][CH2:12][CH:13]([OH:16])[CH2:14][CH2:15]2)[CH2:4][CH2:5][CH2:6][CH2:7][CH2:8]1.[H-:2].[Na+:1]>>[CH:3]1([NH:9][CH:10]2[CH2:11][CH2:12][CH:13]([O:16][CH2:17][CH2:18][CH3:19])[CH2:14][CH2:15]2)[CH2:4][CH2:5][CH2:6][CH2:7][CH2:8]1. Reactants: [O-]CC.[Na+] (sodium ethoxide), C(CC(=O)OCC)(=O)OCC (diethyl malonate), ClC1=C(C=C(C=C1)C)C=CC(C)=O (4-(2-chloro-5-methylphenyl)-3-buten-2-one). Run in C(C)O (ethanol). Run at time 30 minute. The product is ClC1=C(C=C(C=C1)C)C1CC(CC(C1)=O)=O (5-(2-chloro-5-methylphenyl)cyclohexane-1,3-dione). Reaction SMILES: [O-:1][CH2:2][CH3:3].[Na+].C(OCC)(=O)CC(OCC)=O.[Cl:16][C:17]1[CH:22]=[CH:21][C:20]([CH3:23])=[CH:19][C:18]=1[CH:24]=[CH:25][C:26](=[O:28])[CH3:27]>C(O)C>[Cl:16][C:17]1[CH:22]=[CH:21][C:20]([CH3:23])=[CH:19][C:18]=1[CH:24]1[CH2:3][C:2](=[O:1])[CH2:27][C:26](=[O:28])[CH2:25]1 |f:0.1|. Reported procedure: To a solution of 20% sodium ethoxide in ethanol (4.3 g) was added at room temperature diethyl malonate (10.1 g), and then added little by little 4-(2-chloro-5-methylphenyl)-3-buten-2-one (18.9 g). The mixture was stirred at room temperature for 30 minutes, refluxed for 2 hours and cooled. The solvent was evaporated, and to the residue was added water. The aqueous layer was washed with ethyl acetate and concentrated. To the residue was added 2M sodium hydroxide (33 ml), and the mixture was reflux... The reactants are C1(=CC=CC=C1)S (thiophenol), ClC1=NC=C(C=N1)Cl (2,5-dichloropyrimidine). The solvent is [O-]CC.[Na+] (sodium ethoxide), C(C)O (ethanol). Yields the product C1(=CC=CC=C1)SC1=NC=C(C=N1)Cl (2-Phenylthio-5-chloropyrimidine). Yield: 70.0%. As a reaction SMILES: [C:1]1([SH:7])[CH:6]=[CH:5][CH:4]=[CH:3][CH:2]=1.Cl[C:9]1[N:14]=[CH:13][C:12]([Cl:15])=[CH:11][N:10]=1>[O-]CC.[Na+].C(O)C>[C:1]1([S:7][C:9]2[N:14]=[CH:13][C:12]([Cl:15])=[CH:11][N:10]=2)[CH:6]=[CH:5][CH:4]=[CH:3][CH:2]=1 |f:2.3|. Reported procedure: A solution of thiophenol (60 mmol) in 0.43 M sodium ethoxide (150 ml) and a solution of 2,5-dichloropyrimidine (60 mmol) in absolute ethanol (90 ml) were mixed and heated under reflux for 2 h. The cold mixture was then filtered, the filtrate evaporated, the residual material dissolved in chloroform (150 ml), the chloroform solution washed with 2 M NaOH (2×15 ml) and water (15 ml) and the dried (MgSO4) solution evaporated leaving an oily material which crystallized in the cold; yield 70%, m.p. 47... Starting materials: O=C([O-])O, CCO, [Na+], OC1CCNCC1, OC(CBr)c1cc(-c2ccccc2)on1, c1ccccc1. The product is OC1CCN(CC(O)c2cc(-c3ccccc3)on2)CC1. As a reaction SMILES: [C:23](=[O:24])([O-:25])[OH:26].[CH3:28][CH2:29][OH:30].[Na+:27].[OH:16][CH:17]1[CH2:18][CH2:19][NH:20][CH2:21][CH2:22]1.[OH:1][CH:2]([CH2:3][Br:4])[c:5]1[n:6][o:7][c:8](-[c:10]2[cH:11][cH:12][cH:13][cH:14][cH:15]2)[cH:9]1.[cH:31]1[cH:32][cH:33][cH:34][cH:35][cH:36]1>>[OH:1][CH:2]([CH2:3][N:20]1[CH2:19][CH2:18][CH:17]([OH:16])[CH2:22][CH2:21]1)[c:5]1[n:6][o:7][c:8](-[c:10]2[cH:11][cH:12][cH:13][cH:14][cH:15]2)[cH:9]1. Starting materials: OC1=CC=2C(C3=CC=C(C=C3C(C2C=C1)=O)O)=O (2,6-dihydroxyanthraquinone), [OH-].[K+] (potassium hydroxide), Cl.ClCCN1CCOCC1 (N-(2-chloroethyl) morpholine hydrochloride), 66g. Run in O (water), C1(=CC=CC=C1)C (toluene), ClC1=CC=CC=C1 (chlorobenzene), C1(=CC=CC=C1)C (toluene). Yields the product Cl.Cl.O1CCN(CC1)CCOC1=CC=2C(C3=CC=C(C=C3C(C2C=C1)=O)OCCN1CCOCC1)=O (2,6-BIS(2-MORPHOLINOETHOXY)ANTHRAQUINONE DIHYDROCHLORIDE). RXN SMILES: [OH:1][C:2]1[CH:15]=[CH:14][C:13]2[C:12](=[O:16])[C:11]3[C:6](=[CH:7][CH:8]=[C:9]([OH:17])[CH:10]=3)[C:5](=[O:18])[C:4]=2[CH:3]=1.[ClH:19].[Cl:20][CH2:21][CH2:22][N:23]1[CH2:28][CH2:27][O:26][CH2:25][CH2:24]1.[OH-:29].[K+]>O.C1(C)C=CC=CC=1.ClC1C=CC=CC=1>[ClH:20].[ClH:19].[O:26]1[CH2:27][CH2:28][N:23]([CH2:22][CH2:21][O:1][C:2]2[CH:15]=[CH:14][C:13]3[C:12](=[O:16])[C:11]4[C:6](=[CH:7][CH:8]=[C:9]([O:17][CH2:21][CH2:22][N:23]5[CH2:28][CH2:27][O:29][CH2:25][CH2:24]5)[CH:10]=4)[C:5](=[O:18])[C:4]=3[CH:3]=2)[CH2:24][CH2:25]1 |f:1.2,3.4,8.9.10|. Procedure: This compound was prepared by the method of Example 3, with the exception that toluene was used as the reaction medium rather than chlorobenzene, from 36 g. (0.15 mole) of 2,6-dihydroxyanthraquinone, 100 g. (0.54 mole) of N-(2-chloroethyl) morpholine hydrochloride, 66g. (1.0 mole) of potassium hydroxide pellets (85%), 400 ml. of toluene and 100 ml. of water. The dihydrocholoride salt was recrystallized twice from isopropanol with enough water added to effect solution. The pure compound melted wi... The reactants are N#CCBr, CN(C)C=O, CCOC(C)=O, [H-], [Na+], c1ccc2[nH]ccc2c1. Product: N#CCn1ccc2ccccc21. RXN SMILES: [Br:12][CH2:13][C:14]#[N:15].[CH3:16][N:17]([CH3:18])[CH:19]=[O:20].[CH3:21][CH2:22][O:23][C:24](=[O:25])[CH3:26].[H-:11].[Na+:10].[nH:1]1[cH:2][cH:3][c:4]2[cH:5][cH:6][cH:7][cH:8][c:9]12>>[n:1]1([CH2:13][C:14]#[N:15])[cH:2][cH:3][c:4]2[cH:5][cH:6][cH:7][cH:8][c:9]12. Reactants: CCOC(C)=O, CCC(C)=O, ClCCN1CCn2c1nc1ccccc12, [I-], [Na+]. RXN SMILES: [CH3:23][CH2:24][O:25][C:26]([CH3:27])=[O:28].[CH3:3][C:4](=[O:5])[CH2:6][CH3:7].[Cl:8][CH2:9][CH2:10][N:11]1[CH2:12][CH2:13][n:14]2[c:15]1[n:16][c:17]1[c:18]2[cH:19][cH:20][cH:21][cH:22]1.[I-:1].[Na+:2]>>[I:1][CH2:9][CH2:10][N:11]1[CH2:12][CH2:13][n:14]2[c:15]1[n:16][c:17]1[c:18]2[cH:19][cH:20][cH:21][cH:22]1. Yields the product ICCN1CCn2c1nc1ccccc12.